Dataset: the Open Reaction Database (ORD), a public repository of structured organic reaction records. Task: describe an organic reaction: reactants, conditions, products, and yield The reactants are C(C1=CC=CC=C1)N1C[C@@H]2C[C@@H]3[C@](C[C@@H]([C@@]4([C@]5(C=CC(C=C5[C@H](CC34)F)=O)C)F)O)([C@@]2(C1)C(=O)O)C ((4aS,4bR,5S,6aS,6bS,9aR,10aS,12S)-8-Benzyl-4b,12-difluoro-5-hydroxy-4a,6a-dimethyl-2-oxo-2,4b,5,6,6a,7,8,9,9a,10,10a,10b,11,12-tetradecahydro-4aH-8-aza-pentaleno[2,1-a]phenanthrene-6b-carboxylic acid), 1,1-carbonyldiimidazole, SC1C(OCC1)=O (3-mercaptodihydrofuran-2(3H)-one). Reagents/catalysts: CN(C1=CC=NC=C1)C (4-dimethylaminopyridine). Run in CCOC(=O)C (AcOEt), CN(C)C=O (DMF), CN(C)C=O (DMF). Run at time 1 hour. Product: O=C1OCCC1SC(=O)[C@@]12CN(C[C@@H]1C[C@@H]1[C@@]2(C[C@@H]([C@@]2([C@]3(C=CC(C=C3[C@H](C[C@@H]12)F)=O)C)F)O)C)CC1=CC=CC=C1 ((4aS,4bR,5S,6aS,6bS,9aR,10aS,10bS,12S)-8-Benzyl-4b,12-difluoro-5-hydroxy-4a,6a-dimethyl-2-oxo-2,4b,5,6,6a,7,8,9,9a,10,10a,10b,11,12-tetradecahydro-4aH-8-aza-pentaleno[2,1-a]phenanthrene-6b-carbothioic acid S-(2-oxo-tetrahydro-furan-3-yl) ester). Yield: 13.1%. Reaction SMILES: [CH2:1]([N:8]1[CH2:32][C@:31]2([C:33](O)=[O:34])[C@@H:10]([CH2:11][C@H:12]3[CH:25]4[C@@:16]([F:29])([C@:17]5([CH3:28])[C:22]([C@@H:23]([F:26])[CH2:24]4)=[CH:21][C:20](=[O:27])[CH:19]=[CH:18]5)[C@@H:15]([OH:30])[CH2:14][C@@:13]32[CH3:36])[CH2:9]1)[C:2]1[CH:7]=[CH:6][CH:5]=[CH:4][CH:3]=1.[SH:37][CH:38]1[CH2:42][CH2:41][O:40][C:39]1=[O:43]>CN(C=O)C.CN(C)C1C=CN=CC=1.CCOC(C)=O>[O:43]=[C:39]1[CH:38]([S:37][C:33]([C@:31]23[C@@:13]4([CH3:36])[CH2:14][C@H:15]([OH:30])[C@@:16]5([F:29])[C@H:25]([C@@H:12]4[CH2:11][C@H:10]2[CH2:9][N:8]([CH2:1][C:2]2[CH:7]=[CH:6][CH:5]=[CH:4][CH:3]=2)[CH2:32]3)[CH2:24][C@H:23]([F:26])[C:22]2[C@:17]5([CH3:28])[CH:18]=[CH:19][C:20](=[O:27])[CH:21]=2)=[O:34])[CH2:42][CH2:41][O:40]1. Procedure: A solution of compound 93 and 1,1-carbonyldiimidazole (74.3 mg, 0.458 mmol) in dry DMF (3 ml) is stirred under nitrogen at RT for 1 hour and at 65° C. for 1 hour 30 minutes. The mixture is cooled to RT and 4-dimethylaminopyridine (46.7 mg, 0.382 mmol) and a solution of 3-mercaptodihydrofuran-2(3H)-one (54.1 mg, 0.458 mmol) in dry DMF (1.2 ml) are added. The mixture is stirred at RT for 1 hour then at 70° C. for 48 hours. The mixture is diluted with AcOEt and washed with brine. The organic phase ... Reactants: CS(=O)(=O)OCCCC1=CC=C(C=C1)OCC=1N=C(OC1)\C=C\C1=CC=CC=C1 (3-[4-[2-[(E)-2-phenylethenyl]-4-oxazolylmethoxy]phenyl]propyl methanesulfonate), N1=CNC2=C1C=CC=C2 (benzimidazole). Yields the product C1(=CC=CC=C1)/C=C/C=1OC=C(N1)COC1=CC=C(C=C1)CCCN1C=NC2=C1C=CC=C2 (1-[3-[4-[2-[(E)-2-phenylethenyl]-4-oxazolylmethoxy]phenyl]propyl]benzimidazole). Isolated yield 49.0%. As a reaction SMILES: CS(O[CH2:6][CH2:7][CH2:8][C:9]1[CH:14]=[CH:13][C:12]([O:15][CH2:16][C:17]2[N:18]=[C:19](/[CH:22]=[CH:23]/[C:24]3[CH:29]=[CH:28][CH:27]=[CH:26][CH:25]=3)[O:20][CH:21]=2)=[CH:11][CH:10]=1)(=O)=O.[N:30]1[C:34]2[CH:35]=[CH:36][CH:37]=[CH:38][C:33]=2[NH:32][CH:31]=1>>[C:24]1(/[CH:23]=[CH:22]/[C:19]2[O:20][CH:21]=[C:17]([CH2:16][O:15][C:12]3[CH:11]=[CH:10][C:9]([CH2:8][CH2:7][CH2:6][N:30]4[C:34]5[CH:35]=[CH:36][CH:37]=[CH:38][C:33]=5[N:32]=[CH:31]4)=[CH:14][CH:13]=3)[N:18]=2)[CH:25]=[CH:26][CH:27]=[CH:28][CH:29]=1. Reported procedure: In substantially the same manner as in Working Example 25, 3-[4-[2-[(E)-2-phenylethenyl]-4-oxazolylmethoxy]phenyl]propyl methanesulfonate was allowed to react with benzimidazole to give 1-[3-[4-[2-[(E)-2-phenylethenyl]-4-oxazolylmethoxy]phenyl]propyl]benzimidazole. The yield was 49%. Recrystallization from ethyl acetate-hexane gave colorless prisms, mp 115-117° C. The reactants are Cn1cnc2cc(C(=O)O)cnc21, NCc1cn(-c2ccccc2)c2cc(Cl)ccc2c1=O. Product: Cn1cnc2cc(C(=O)NCc3cn(-c4ccccc4)c4cc(Cl)ccc4c3=O)cnc21. Reaction SMILES: [CH3:21][n:22]1[cH:23][n:24][c:25]2[c:26]1[n:27][cH:28][c:29]([C:31](=[O:32])[OH:33])[cH:30]2.[NH2:1][CH2:2][c:3]1[cH:4][n:5](-[c:15]2[cH:16][cH:17][cH:18][cH:19][cH:20]2)[c:6]2[cH:7][c:8]([Cl:14])[cH:9][cH:10][c:11]2[c:12]1=[O:13]>>[NH:1]([CH2:2][c:3]1[cH:4][n:5](-[c:15]2[cH:16][cH:17][cH:18][cH:19][cH:20]2)[c:6]2[cH:7][c:8]([Cl:14])[cH:9][cH:10][c:11]2[c:12]1=[O:13])[C:31]([c:29]1[cH:28][n:27][c:26]2[n:22]([CH3:21])[cH:23][n:24][c:25]2[cH:30]1)=[O:32]. Reactants: OC=1C=C2C[C@H](CC2=CC1)NS(=O)(=O)C(C)C (N-[(2S)-5-hydroxy-2,3-dihydro-1H-inden-2-yl]-2-propanesulfonamide), BrC1=NC=C(C=C1)C (2-bromo-5-methylpyridine), C(=O)([O-])[O-].[Cs+].[Cs+] (Cs2CO3), CN(CC(=O)O)C (N,N-dimethylglycine). The reagents and catalysts are [Cu]I (copper(I) iodide). The solvent is CS(=O)C (dimethyl sulfoxide). The product is CC=1C=CC(=NC1)OC=1C=C2C[C@H](CC2=CC1)NS(=O)(=O)C(C)C (N-{(2S)-5-[(5-methyl-2-pyridinyl)oxy]-2,3-dihydro-1H-inden-2-yl}-2-propanesulfonamide). As a reaction SMILES: [OH:1][C:2]1[CH:3]=[C:4]2[C:8](=[CH:9][CH:10]=1)[CH2:7][C@H:6]([NH:11][S:12]([CH:15]([CH3:17])[CH3:16])(=[O:14])=[O:13])[CH2:5]2.Br[C:19]1[CH:24]=[CH:23][C:22]([CH3:25])=[CH:21][N:20]=1.C([O-])([O-])=O.[Cs+].[Cs+].CN(C)CC(O)=O>CS(C)=O.[Cu]I>[CH3:25][C:22]1[CH:23]=[CH:24][C:19]([O:1][C:2]2[CH:3]=[C:4]3[C:8](=[CH:9][CH:10]=2)[CH2:7][C@H:6]([NH:11][S:12]([CH:15]([CH3:17])[CH3:16])(=[O:14])=[O:13])[CH2:5]3)=[N:20][CH:21]=1 |f:2.3.4|. Procedure: N-[(2S)-5-hydroxy-2,3-dihydro-1H-inden-2-yl]-2-propanesulfonamide (50 mg, 0.196 mmol, Description 3), copper(I) iodide (41.0 mg, 0.215 mmol), 2-bromo-5-methylpyridine (33.7 mg, 0.196 mmol), Cs2CO3 (191 mg, 0.587 mmol) and N,N-dimethylglycine (24.23 mg, 0.235 mmol), in dimethyl sulfoxide (2 ml) were heated under microwave conditions for 30 minutes at 190° C. The reaction mixture was partitioned between EtOAc (10 ml) and water (5 ml). Aqueous was further extracted with DCM (10 ml). The organic sol...